This data is from the Open Reaction Database (ORD), a public repository of structured organic reaction records. The task is: describe an organic reaction: reactants, conditions, products, and yield Starting materials: C(C)C=1C=C(C=CC1CC)C[C@H](C(=O)OC)NC(=O)N1CCC(CC1)N1C(NC2=C(CC1)C=CC=C2)=O (methyl (R)-3-(3,4-diethyl-phenyl)-2-{[4-(2-oxo-1,2,4,5-tetrahydro-1,3-benzodiazepin-3-yl)-piperidine-1-carbonyl]-amino}-propionate), O.[OH-].[Li+] (lithium hydroxide hydrate). The solvent is C1CCOC1 (THF), O (water). Reaction conditions: time 8 hour. The product is C(C)C=1C=C(C=CC1CC)C[C@H](C(=O)O)NC(=O)N1CCC(CC1)N1C(NC2=C(CC1)C=CC=C2)=O ((R)-3-(3,4-diethyl-phenyl)-2-{[4-(2-oxo-1,2,4,5-tetrahydro-1,3-benzodiazepin-3-yl)-piperidine-1-carbonyl]-amino}-propionic acid). As a reaction SMILES: [CH2:1]([C:3]1[CH:4]=[C:5]([CH2:11][C@@H:12]([NH:17][C:18]([N:20]2[CH2:25][CH2:24][CH:23]([N:26]3[CH2:32][CH2:31][C:30]4[CH:33]=[CH:34][CH:35]=[CH:36][C:29]=4[NH:28][C:27]3=[O:37])[CH2:22][CH2:21]2)=[O:19])[C:13]([O:15]C)=[O:14])[CH:6]=[CH:7][C:8]=1[CH2:9][CH3:10])[CH3:2].O.[OH-].[Li+]>C1COCC1.O>[CH2:1]([C:3]1[CH:4]=[C:5]([CH2:11][C@@H:12]([NH:17][C:18]([N:20]2[CH2:21][CH2:22][CH:23]([N:26]3[CH2:32][CH2:31][C:30]4[CH:33]=[CH:34][CH:35]=[CH:36][C:29]=4[NH:28][C:27]3=[O:37])[CH2:24][CH2:25]2)=[O:19])[C:13]([OH:15])=[O:14])[CH:6]=[CH:7][C:8]=1[CH2:9][CH3:10])[CH3:2] |f:1.2.3|. Procedure: 74.4 g (0.147 mol) methyl (R)-3-(3,4-diethyl-phenyl)-2-{[4-(2-oxo-1,2,4,5-tetrahydro-1,3-benzodiazepin-3-yl)-piperidine-1-carbonyl]-amino}-propionate dissolved in 600 mL THF was combined with 5.4 g (0.221 mol) lithium hydroxide hydrate in 300 mL water while cooling with an ice bath and stirred overnight at RT. The reaction mixture was evaporated down under reduced pressure, 300 mL water was added and the mixture was extracted three times with 200 mL EtOAc. The aqueous phase was freed from the or... Starting materials: C(C1=CC=CC=C1)OC=1C(=NC(=NC1O)CC1(CCCC1)C1=CC(=CC=C1)Cl)C(=O)N(C(C)C)CCO[Si](C)(C)C(C)(C)C (5-(benzyloxy)-N-(2-((tert-butyldimethylsilyl)oxy)ethyl)-2-((1-(3-chlorophenyl)cyclo-pentyl)methyl)-6-hydroxy-N-isopropylpyrimidine-4-carboxamide), OCCN(C(=O)C1=NC(=NC(=C1OCC1=CC=CC=C1)O)CC1(CCCC1)C1=CC=C(C=C1)C(F)(F)F)C(C)C (5-Benzyloxy-6-hydroxy-2-[1-(4-trifluoromethyl-phenyl)-cyclopentylmethyl]-pyrimidine-4-carboxylic acid (2-hydroxyethyl)-isopropylamide). Product: C(C1=CC=CC=C1)OC=1C(=NC(=NC1O)CC1(CCCC1)C1=CC(=CC=C1)Cl)C(=O)N(C(C)C)CCO (5-(Benzyloxy)-2-((1-(3-chlorophenyl)cyclopentyl)methyl)-6-hydroxy-N-(2-hydroxyethyl)-N-isopropylpyrimidine-4-carboxamide). As a reaction SMILES: [CH2:1]([O:8][C:9]1[C:10]([C:29]([N:31]([CH2:35][CH2:36][O:37][Si](C(C)(C)C)(C)C)[CH:32]([CH3:34])[CH3:33])=[O:30])=[N:11][C:12]([CH2:16][C:17]2([C:22]3[CH:27]=[CH:26][CH:25]=[C:24]([Cl:28])[CH:23]=3)[CH2:21][CH2:20][CH2:19][CH2:18]2)=[N:13][C:14]=1[OH:15])[C:2]1[CH:7]=[CH:6][CH:5]=[CH:4][CH:3]=1.OCCN(C(C)C)C(C1C(OCC2C=CC=CC=2)=C(O)N=C(CC2(C3C=CC(C(F)(F)F)=CC=3)CCCC2)N=1)=O>>[CH2:1]([O:8][C:9]1[C:10]([C:29]([N:31]([CH2:35][CH2:36][OH:37])[CH:32]([CH3:34])[CH3:33])=[O:30])=[N:11][C:12]([CH2:16][C:17]2([C:22]3[CH:27]=[CH:26][CH:25]=[C:24]([Cl:28])[CH:23]=3)[CH2:18][CH2:19][CH2:20][CH2:21]2)=[N:13][C:14]=1[OH:15])[C:2]1[CH:3]=[CH:4][CH:5]=[CH:6][CH:7]=1. Reported procedure: 5-(Benzyloxy)-2-((1-(3-chlorophenyl)cyclopentyl)methyl)-6-hydroxy-N-(2-hydroxyethyl)-N-isopropylpyrimidine-4-carboxamide (503) was synthesized from 5-(benzyloxy)-N-(2-((tert-butyldimethylsilyl)oxy)ethyl)-2-((1-(3-chlorophenyl)cyclopentyl)methyl)-6-hydroxy-N-isopropylpyrimidine-4-carboxamide (502) following the procedure described 5-benzyloxy-2-[1-(4-trifluoromethyl-phenyl)-cyclopentylmethyl]-6-hydroxypyrimidine-4-carboxylic acid (2-hydroxyethyl)-isopropylamide (246).